From a dataset of the Open Reaction Database (ORD), a public repository of structured organic reaction records. describe an organic reaction: reactants, conditions, products, and yield The reactants are C([O-])([O-])=O.[Na+].[Na+] (sodium carbonate), ClC1=CC=NC2=CC=CC=C12 (4-chloroquinoline), NN1C=CC=C1 (1-aminopyrrole), O (water). Solvent: C(C)(C)O (isopropanol). Product: Cl.N1(C=CC=C1)NC1=CC=NC2=CC=CC=C12 (N-(1H-Pyrrol-1-yl)-4-quinolinamine hydrochloride). The yield is 19.3%. Reaction SMILES: [Cl:1][C:2]1[C:11]2[C:6](=[CH:7][CH:8]=[CH:9][CH:10]=2)[N:5]=[CH:4][CH:3]=1.[NH2:12][N:13]1[CH:17]=[CH:16][CH:15]=[CH:14]1.O.C(=O)([O-])[O-].[Na+].[Na+]>C(O)(C)C>[ClH:1].[N:13]1([NH:12][C:2]2[C:11]3[C:6](=[CH:7][CH:8]=[CH:9][CH:10]=3)[N:5]=[CH:4][CH:3]=2)[CH:17]=[CH:16][CH:15]=[CH:14]1 |f:3.4.5,7.8|. Procedure: A solution of 4-chloroquinoline (10 g) and 1-aminopyrrole (6 g) in 100 ml isopropanol containing 1 ml saturated ether/HCl was stirred at 80° for thirty minutes, and thereafter cooled, stirred with water, basified with sodium carbonate and extracted with dichloromethane. The organic extract was washed successively with water and saturated sodium chloride solution, dried (anhy. MgSO4), filtered and concentrated to 12 g of solid, m.p. 165°-168°. Four grams were converted to the hydrochloride salt a... Yield: 87.1%. Product: OC=1C2=C(C=NC1C(=O)NCC(=O)O)N=C(S2)C2=CC(=CC=C2)OC ({[7-Hydroxy-2-(3-methoxy-phenyl)-thiazolo[4,5-c]pyridine-6-carbonyl]-amino}-acetic acid). Reactants: C(C)OC(=O)C1=C(C2=C(C=N1)N=C(S2)C2=CC(=CC=C2)OC)O (7-hydroxy-2-(3-methoxy-phenyl)-thiazolo[4,5-c]pyridine-6-carboxylic acid ethyl ester), NCC(=O)O (glycine). Procedure: A mixture of 7-hydroxy-2-(3-methoxy-phenyl)-thiazolo[4,5-c]pyridine-6-carboxylic acid ethyl ester (129 mg, 0.39 mmole) and glycine (588 mg, 7.83 mmole) in 0.5 M sodium methoxide/methanol (14.8 ml) was refluxed for 3 days before it was cooled to room temperature and concentrated in vacuo. It was dissolved in water (50 ml) and extracted twice with methyl t-butyl ether. The remaining aqueous layer was acidified to pH=3 with 1N HCl (9 ml). The solid precipitate was filtered, washed with water and dr... Run in C[O-].[Na+].CO (sodium methoxide methanol). As a reaction SMILES: C(O[C:4]([C:6]1[N:11]=[CH:10][C:9]2[N:12]=[C:13]([C:15]3[CH:20]=[CH:19][CH:18]=[C:17]([O:21][CH3:22])[CH:16]=3)[S:14][C:8]=2[C:7]=1[OH:23])=[O:5])C.[NH2:24][CH2:25][C:26]([OH:28])=[O:27]>C[O-].[Na+].CO>[OH:23][C:7]1[C:8]2[S:14][C:13]([C:15]3[CH:20]=[CH:19][CH:18]=[C:17]([O:21][CH3:22])[CH:16]=3)=[N:12][C:9]=2[CH:10]=[N:11][C:6]=1[C:4]([NH:24][CH2:25][C:26]([OH:28])=[O:27])=[O:5] |f:2.3.4|. Starting materials: COC1=CC=C(OC2=CC=C(C=C2)S(=O)(=O)C2C(N(CCCC2)OC(C2=CC=CC=C2)(C2=CC=CC=C2)C2=CC=CC=C2)=O)C=C1 (3-[4-(4-Methoxy-phenoxy)-benzenesulfonyl]-1-trityloxy-azepan-2-one), C(=O)(C(F)(F)F)O (TFA). The solvent is C(Cl)Cl (CH2Cl2). Reaction conditions: time 30 minute. Yields the product ON1C(C(CCCC1)S(=O)(=O)C1=CC=C(C=C1)OC1=CC=C(C=C1)OC)=O (1-Hydroxy-3-[4-(4-methoxy-phenoxy)-benzenesulfonyl]-azepan-2-one). RXN SMILES: [CH3:1][O:2][C:3]1[CH:46]=[CH:45][C:6]([O:7][C:8]2[CH:13]=[CH:12][C:11]([S:14]([CH:17]3[CH2:23][CH2:22][CH2:21][CH2:20][N:19]([O:24]C(C4C=CC=CC=4)(C4C=CC=CC=4)C4C=CC=CC=4)[C:18]3=[O:44])(=[O:16])=[O:15])=[CH:10][CH:9]=2)=[CH:5][CH:4]=1.C(O)(C(F)(F)F)=O>C(Cl)Cl>[OH:24][N:19]1[CH2:20][CH2:21][CH2:22][CH2:23][CH:17]([S:14]([C:11]2[CH:10]=[CH:9][C:8]([O:7][C:6]3[CH:5]=[CH:4][C:3]([O:2][CH3:1])=[CH:46][CH:45]=3)=[CH:13][CH:12]=2)(=[O:16])=[O:15])[C:18]1=[O:44]. Procedure details: 3-[4-(4-Methoxy-phenoxy)-benzenesulfonyl]-1-trityloxy-azepan-2-one prepared from step G (3.2 mg, 0.00817 mmol) in 1.0 ml of anhydrous CH2Cl2 was added 1.0 ml of TFA and the resulting solution was stirred for 30 min. After TLC indicated the completion of the reaction (<30 min), the reaction mixture was concentrated under reduced pressure to gave a crude material, which was then purified by a column chromatography (0˜5% MeOH in CH2Cl2). MS: 391.8 (M+H)+, 413.9 (M+Na)+. The reactants are BrBr (bromine), FC1=CC=C(C=C1)CC(=O)C1=CC=CC=C1 (α-(p-fluorophenyl)-acetophenone), resultant solution, BrBr (bromine). Run in C(Cl)(Cl)Cl (chloroform). Reaction conditions: temperature 0 celsius, time 16 hour. Yields the product BrC(C(=O)C1=CC=CC=C1)C1=CC=C(C=C1)F (α-bromo-α-(p-fluorophenyl) acetophenone). Reaction SMILES: [F:1][C:2]1[CH:7]=[CH:6][C:5]([CH2:8][C:9]([C:11]2[CH:16]=[CH:15][CH:14]=[CH:13][CH:12]=2)=[O:10])=[CH:4][CH:3]=1.[Br:17]Br>C(Cl)(Cl)Cl>[Br:17][CH:8]([C:5]1[CH:4]=[CH:3][C:2]([F:1])=[CH:7][CH:6]=1)[C:9]([C:11]1[CH:12]=[CH:13][CH:14]=[CH:15][CH:16]=1)=[O:10]. Procedure details: At room temperature, to 20 g (0.093 mol) of α-(p-fluorophenyl)-acetophenone in 200 ml of chloroform, are added a few drops of a charge of 4.8 ml of bromine (0.93 mol) (a deep orange-color results). The resultant solution is heated to initiate reaction (the solution turns yellow), and then cooled to 0° C., and the balance of the 4.8 ml of bromine is added dropwise. The reaction mixture is stirred at room temperature for about 16 hours. Starting materials: CC(C)Br, O=C([O-])[O-], [K+], [K+], CN(C)C=O, O, COC(=O)c1[nH]ccc1O. Yields the product COC(=O)c1[nH]ccc1OC(C)C. Reaction SMILES: [Br:17][CH:18]([CH3:19])[CH3:20].[C:11](=[O:12])([O-:13])[O-:14].[K+:15].[K+:16].[O:22]=[CH:23][N:24]([CH3:25])[CH3:26].[OH2:21].[OH:1][c:2]1[c:3]([C:7](=[O:8])[O:9][CH3:10])[nH:4][cH:5][cH:6]1>>[O:1]([c:2]1[c:3]([C:7](=[O:8])[O:9][CH3:10])[nH:4][cH:5][cH:6]1)[CH:18]([CH3:19])[CH3:20]. Starting materials: [OH-].[Na+] (NaOH), C1OC2=C(SC(=C2O1)C(=O)OCC)Br (3,4-Methylenedioxy-2-bromo-5-ethoxycarbonyl thiophene). Run in CO (MeOH). Conditions: time 2 hour. Product: C1OC2=C(SC(=C2O1)C(=O)O)Br (3,4-Methylenedioxy-2-bromo-5-carboxy thiophene). As a reaction SMILES: [OH-].[Na+].[CH2:3]1[O:10][C:9]2[C:5](=[C:6]([Br:16])[S:7][C:8]=2[C:11]([O:13]CC)=[O:12])[O:4]1>CO>[CH2:3]1[O:10][C:9]2[C:5](=[C:6]([Br:16])[S:7][C:8]=2[C:11]([OH:13])=[O:12])[O:4]1 |f:0.1|. Reported procedure: NaOH (10%) and MeOH were mixed in the proportion 1:1 (80 mL) and added to 3,4-methylenedioxy-2-bromo-5-ethoxycarbonyl thiophene (1.91 g, 7.00 mmol (Example 77)), and the reaction mixture was heated to 60°-70° C. and kept there for 2h. After cooling, the reaction mixture was filtered and the MeOH of the filtrate was evaporated and water was added. Acidification with 10% HCl precipitated the free acid 3,4-methylenedioxy-2-bromo-5-carboxy thiophene, which was filtered and dried in a desiccator (P2O... Reactants: C1(=CC=C(C=C1)S(=O)(=O)Cl)C (4-toluenesulfonyl chloride), [Si](C)(C)(C(C)(C)C)OCC1=CC(=NO1)CO ([5-(t-butyldimethylsilanyloxymethyl)isoxazol-3-yl]methanol), O (water). Run in N1=CC=CC=C1 (pyridine). Reaction conditions: time 10 hour. Yields the product [Si](C)(C)(C(C)(C)C)OCC1=CC(=NO1)CCl (5-(t-butyldimethylsilanyloxymethyl)-3-(chloromethyl)isoxazole). Isolated yield 22.3%. Reaction SMILES: [Si:1]([O:8][CH2:9][C:10]1[O:14][N:13]=[C:12]([CH2:15]O)[CH:11]=1)([C:4]([CH3:7])([CH3:6])[CH3:5])([CH3:3])[CH3:2].C1(C)C=CC(S([Cl:26])(=O)=O)=CC=1.O>N1C=CC=CC=1>[Si:1]([O:8][CH2:9][C:10]1[O:14][N:13]=[C:12]([CH2:15][Cl:26])[CH:11]=1)([C:4]([CH3:7])([CH3:6])[CH3:5])([CH3:3])[CH3:2]. Procedure details: 18.64 g of [5-(t-butyldimethylsilanyloxymethyl)isoxazol-3-yl]methanol was dissolved in 80 ml of pyridine, and 16.06 g of 4-toluenesulfonyl chloride was then added under ice-cooling. The mixture was stirred for 10 hours under ice-cooling. After water was added, the reaction mixture was extracted with ethyl acetate. The organic layer was washed with water, dried over anhydrous magnesium sulfate, filtered and then concentrated under reduced pressure. The residue was subjected to silica gel column c...